This data is from the Open Reaction Database (ORD), a public repository of structured organic reaction records. The task is: describe an organic reaction: reactants, conditions, products, and yield The reactants are CCOCCO, COc1cc2cc3c(Cl)c(C#N)cnc3cc2cc1O, Cn1ccnc1Sc1ccc(N)cc1Cl, Cl, [Na+], [Na+], O=C([O-])[O-], c1ccncc1. Product: COc1cc2cc3c(Nc4ccc(Sc5nccn5C)c(Cl)c4)c(C#N)cnc3cc2cc1O. RXN SMILES: [CH3:43][CH2:44][O:45][CH2:46][CH2:47][OH:48].[Cl:1][c:2]1[c:3]([C:19]#[N:20])[cH:4][n:5][c:6]2[cH:7][c:8]3[c:9]([cH:10][c:11]12)[cH:12][c:13]([O:17][CH3:18])[c:14]([OH:16])[cH:15]3.[Cl:21][c:22]1[cH:23][c:24]([NH2:35])[cH:25][cH:26][c:27]1[S:28][c:29]1[n:30]([CH3:34])[cH:31][cH:32][n:33]1.[ClH:36].[Na+:49].[Na+:50].[O-:51][C:52](=[O:53])[O-:54].[n:37]1[cH:38][cH:39][cH:40][cH:41][cH:42]1>>[c:2]1([NH:35][c:24]2[cH:23][c:22]([Cl:21])[c:27]([S:28][c:29]3[n:30]([CH3:34])[cH:31][cH:32][n:33]3)[cH:26][cH:25]2)[c:3]([C:19]#[N:20])[cH:4][n:5][c:6]2[cH:7][c:8]3[c:9]([cH:10][c:11]12)[cH:12][c:13]([O:17][CH3:18])[c:14]([OH:16])[cH:15]3. Reactants: O=Cc1nccn1C(c1ccccc1)(c1ccccc1)c1ccccc1, CC(=O)O[BH-](OC(C)=O)OC(C)=O, O=C([O-])O, CC(=O)O, CC(Cl)Cl, CCNC(=O)c1ccc(-n2nnc(C(=O)NC3CC3)c2CN)cc1, [Na+], [Na+]. Yields the product CCNC(=O)c1ccc(-n2nnc(C(=O)NC3CC3)c2CNCc2nccn2C(c2ccccc2)(c2ccccc2)c2ccccc2)cc1. RXN SMILES: [C:25]([c:26]1[cH:27][cH:28][cH:29][cH:30][cH:31]1)([c:32]1[cH:33][cH:34][cH:35][cH:36][cH:37]1)([c:38]1[cH:39][cH:40][cH:41][cH:42][cH:43]1)[n:44]1[c:45]([CH:49]=[O:50])[n:46][cH:47][cH:48]1.[C:55]([O:56][BH-:57]([O:58][C:59](=[O:60])[CH3:61])[O:62][C:63](=[O:64])[CH3:65])(=[O:66])[CH3:67].[C:69](=[O:70])([O-:71])[OH:72].[CH3:51][C:52](=[O:53])[OH:54].[Cl:74][CH:75]([Cl:76])[CH3:77].[NH2:1][CH2:2][c:3]1[c:4]([C:19](=[O:20])[NH:21][CH:22]2[CH2:23][CH2:24]2)[n:5][n:6][n:7]1-[c:8]1[cH:9][cH:10][c:11]([C:14](=[O:15])[NH:16][CH2:17][CH3:18])[cH:12][cH:13]1.[Na+:68].[Na+:73]>>[NH:1]([CH2:2][c:3]1[c:4]([C:19](=[O:20])[NH:21][CH:22]2[CH2:23][CH2:24]2)[n:5][n:6][n:7]1-[c:8]1[cH:9][cH:10][c:11]([C:14](=[O:15])[NH:16][CH2:17][CH3:18])[cH:12][cH:13]1)[CH2:49][c:45]1[n:44]([C:25]([c:26]2[cH:27][cH:28][cH:29][cH:30][cH:31]2)([c:32]2[cH:33][cH:34][cH:35][cH:36][cH:37]2)[c:38]2[cH:39][cH:40][cH:41][cH:42][cH:43]2)[cH:48][cH:47][n:46]1. The reactants are [Si](C)(C)(C(C)(C)C)O[C@@H]([C@@H](CCC#CC1=CC=C(C=C1)[N+](=O)[O-])NC(OCC1=CC=C(C=C1)OC)=O)C1=CC=CC=C1 (4-methoxybenzyl [(1R)-1-[(R)-{[tert-butyl(dimethyl)silyl]oxy}(phenyl)methyl]-5-(4-nitrophenyl)pent-4-yn-1-yl]carbamate), N1CCCC1 (pyrrolidine), solution, C(C)(=O)O (acetic acid). Run in CN(C)C=O (DMF), O (water), O (water). Conditions: temperature 80 celsius, time 3 hour. Product: [Si](C)(C)(C(C)(C)C)O[C@@H]([C@@H](CCC(CC1=CC=C(C=C1)[N+](=O)[O-])=O)NC(OCC1=CC=C(C=C1)OC)=O)C1=CC=CC=C1 (4-methoxybenzyl [(1R)-1-[(R)-{[tert-butyl(dimethyl)silyl]oxy}(phenyl)methyl]-5-(4-nitrophenyl)-4-oxopentyl]carbamate). RXN SMILES: [Si:1]([O:8][C@H:9]([C:37]1[CH:42]=[CH:41][CH:40]=[CH:39][CH:38]=1)[C@H:10]([NH:24][C:25](=[O:36])[O:26][CH2:27][C:28]1[CH:33]=[CH:32][C:31]([O:34][CH3:35])=[CH:30][CH:29]=1)[CH2:11][CH2:12][C:13]#[C:14][C:15]1[CH:20]=[CH:19][C:18]([N+:21]([O-:23])=[O:22])=[CH:17][CH:16]=1)([C:4]([CH3:7])([CH3:6])[CH3:5])([CH3:3])[CH3:2].N1CCCC1.C(O)(=[O:50])C>CN(C=O)C.O>[Si:1]([O:8][C@H:9]([C:37]1[CH:38]=[CH:39][CH:40]=[CH:41][CH:42]=1)[C@H:10]([NH:24][C:25](=[O:36])[O:26][CH2:27][C:28]1[CH:29]=[CH:30][C:31]([O:34][CH3:35])=[CH:32][CH:33]=1)[CH2:11][CH2:12][C:13](=[O:50])[CH2:14][C:15]1[CH:20]=[CH:19][C:18]([N+:21]([O-:23])=[O:22])=[CH:17][CH:16]=1)([C:4]([CH3:7])([CH3:6])[CH3:5])([CH3:3])[CH3:2]. Procedure details: To a solution of nitrophenyl acetylene (from Step F, 41 g, 65.5 mmol) in DMF (40 ml) was added pyrrolidine (14 mL, 196.5 mmol) and the resulting mixture heated at 80° C. for 3 h. The mixture was cooled to room temperature and a 10% solution of acetic acid in water (110 ml) was added, and the resulting solution stirred at room temperature for another 3 h. The mixture was poured into water (300 ml) and extracted with EtOAc (3×250 ml); combined EtOAc layers were washed with water (2×250 ml), sat. N... Reactants: C(P(OCC)(=O)OCC)P(OCC)(=O)OCC (tetraethyl methanediphosphonate), BrCC=1C=NSN1 (4-bromomethyl-1,2,5-thiadiazole), [H-].[Na+] (sodium hydride), [H][H] (hydrogen). Run in O (water), C1(=CC=CC=C1)C (toluene), C1(=CC=CC=C1)C (toluene), C1(=CC=CC=C1)C (toluene). Conditions: time 12 hour. The product is C(C)OP(OCC)(=O)C(CC=1C=NSN1)P(OCC)(=O)OCC (Tetraethyl-2-(1,2,5-thiadiazol-4-yl)-ethane-1,1-diphosphonate). Yield: 55.0%. Reaction SMILES: [CH2:1]([P:10]([O:15][CH2:16][CH3:17])(=[O:14])[O:11][CH2:12][CH3:13])[P:2]([O:7][CH2:8][CH3:9])(=[O:6])[O:3][CH2:4][CH3:5].[H-].[Na+].[H][H].Br[CH2:23][C:24]1[CH:25]=[N:26][S:27][N:28]=1>O.C1(C)C=CC=CC=1>[CH2:16]([O:15][P:10]([CH:1]([P:2]([O:7][CH2:8][CH3:9])(=[O:6])[O:3][CH2:4][CH3:5])[CH2:23][C:24]1[CH:25]=[N:26][S:27][N:28]=1)(=[O:14])[O:11][CH2:12][CH3:13])[CH3:17] |f:1.2|. Procedure details: A solution of 1.62 g. tetraethyl methanediphosphonate in 10 ml. anhydrous toluene is added dropwise to 0.2 g. sodium hydride (69%) in 10 ml. anhydrous toluene. After termination of the evolution of hydrogen, 1 g. 4-bromomethyl-1,2,5-thiadiazole in 10 ml. anhydrous toluene is added thereto and the reaction mixture stirred for 12 hours at ambient temperature. A little water is then added and the organic phase is separated off, dried and evaporated. The residue is purified over a column of silica g... Reactants: FC1(CCN(CC1)C(=O)C=1NC2=CC=C(C=C2C1)OC1CCN(CC1)C(C)C)F ((4,4-Difluoro-piperidin-1-yl)-[5-(1-isopropyl-piperidin-4-yloxy)-1H-indol-2-yl]-methanone), FC1(CCN(CC1)C(=O)C=1NC2=CC=C(C=C2C1)OC1CCN(CC1)C(C)C)F ((4,4-Difluoro-piperidin-1-yl)-[5-(1-isopropyl-piperidin-4-yloxy)-1H-indol-2-yl]-methanone), IC=1SC=CC1 (2-iodothiophene). Yields the product FC1(CCN(CC1)C(=O)C=1N(C2=CC=C(C=C2C1)OC1CCN(CC1)C(C)C)C=1SC=CC1)F ((4,4-Difluoro-piperidin-1-yl)-[5-(1-isopropyl-piperidin-4-yloxy)-1-thiophen-2-yl-1H-indol-2-yl]-methanone). Reaction SMILES: [F:1][C:2]1([F:29])[CH2:7][CH2:6][N:5]([C:8]([C:10]2[NH:11][C:12]3[C:17]([CH:18]=2)=[CH:16][C:15]([O:19][CH:20]2[CH2:25][CH2:24][N:23]([CH:26]([CH3:28])[CH3:27])[CH2:22][CH2:21]2)=[CH:14][CH:13]=3)=[O:9])[CH2:4][CH2:3]1.I[C:31]1[S:32][CH:33]=[CH:34][CH:35]=1>>[F:29][C:2]1([F:1])[CH2:7][CH2:6][N:5]([C:8]([C:10]2[N:11]([C:31]3[S:32][CH:33]=[CH:34][CH:35]=3)[C:12]3[C:17]([CH:18]=2)=[CH:16][C:15]([O:19][CH:20]2[CH2:25][CH2:24][N:23]([CH:26]([CH3:27])[CH3:28])[CH2:22][CH2:21]2)=[CH:14][CH:13]=3)=[O:9])[CH2:4][CH2:3]1. Procedure details: In analogy to the procedure described for the synthesis of example 34, the title compound was synthesized from (4,4-difluoro-piperidin-1-yl)-[5-(1-isopropyl-piperidin-4-yloxy)-1H-indol-2-yl]-methanone (intermediate 1) and 2-iodothiophene. The title compound was obtained in 51% yield as light brown foam. MS (m/e): 488.4 (MH+, 100%). Starting materials: NCCc1ccccc1Br, CCN(C(C)C)C(C)C, CCOC(=O)C1CCOc2cc(Oc3ccc(C(=O)O)cc3)c(Cl)cc21, O=C(Cl)C(=O)Cl, ClCCl, CN(C)C=O. Yields the product CCOC(=O)C1CCOc2cc(Oc3ccc(C(=O)NCCc4ccccc4Br)cc3)c(Cl)cc21. Reaction SMILES: [Br:33][c:34]1[c:35]([CH2:40][CH2:41][NH2:42])[cH:36][cH:37][cH:38][cH:39]1.[CH:43]([N:44]([CH2:45][CH3:46])[CH:47]([CH3:48])[CH3:49])([CH3:50])[CH3:51].[Cl:1][c:2]1[cH:3][c:4]2[c:9]([cH:10][c:11]1[O:12][c:13]1[cH:14][cH:15][c:16]([C:17](=[O:18])[OH:19])[cH:20][cH:21]1)[O:8][CH2:7][CH2:6][CH:5]2[C:22](=[O:23])[O:24][CH2:25][CH3:26].[Cl:27][C:28]([C:29]([Cl:30])=[O:31])=[O:32].[Cl:52][CH2:53][Cl:54].[O:55]=[CH:56][N:57]([CH3:58])[CH3:59]>>[Cl:1][c:2]1[cH:3][c:4]2[c:9]([cH:10][c:11]1[O:12][c:13]1[cH:14][cH:15][c:16]([C:17](=[O:19])[NH:42][CH2:41][CH2:40][c:35]3[c:34]([Br:33])[cH:39][cH:38][cH:37][cH:36]3)[cH:20][cH:21]1)[O:8][CH2:7][CH2:6][CH:5]2[C:22](=[O:23])[O:24][CH2:25][CH3:26]. Reactants: N=C1SC=C(N1O)CC(=O)NC1[C@@H]2N(C(=C(CS2)COC(C)=O)C(=O)O)C1=O (7-[2-(2-imino-3-hydroxy-4-thiazolin-4-yl)acetamido]-3-acetoxymethyl-3-cephem-4-carboxylic acid), OCC1=NN=C(N1C)S (3-hydroxymethyl-4-methyl-1,2,4-triazole-5-thiol), C(O)([O-])=O.[Na+] (sodium hydrogen carbonate), O (water), OCC1=NN=C(N1C)S (3-hydroxymethyl-4-methyl-1,2,4-triazole-5-thiol). Run in P(=O)([O-])([O-])[O-] (phosphate). Reaction conditions: temperature 70 celsius, time 2 hour. The product is N=C1SC=C(N1O)CC(=O)NC1[C@@H]2N(C(=C(CS2)CSC=2N(C(=NN2)CO)C)C(=O)[O-])C1=O.[Na+] (sodium 7-[2-(2-imino-3-hydroxy-4-thiazolin-4-yl)acetamido]-3-(3-hydroxymethyl-4-methyl-1,2,4-triazol-5-yl)thiomethyl-3-cephem-4-carboxylate). As a reaction SMILES: [NH:1]=[C:2]1[N:6]([OH:7])[C:5]([CH2:8][C:9]([NH:11][CH:12]2[C:27](=[O:28])[N:14]3[C:15]([C:24]([OH:26])=[O:25])=[C:16]([CH2:19]OC(=O)C)[CH2:17][S:18][C@H:13]23)=[O:10])=[CH:4][S:3]1.[OH:29][CH2:30][C:31]1[N:35]([CH3:36])[C:34]([SH:37])=[N:33][N:32]=1.C(=O)([O-])O.[Na+:42].O>P([O-])([O-])([O-])=O>[NH:1]=[C:2]1[N:6]([OH:7])[C:5]([CH2:8][C:9]([NH:11][CH:12]2[C:27](=[O:28])[N:14]3[C:15]([C:24]([O-:26])=[O:25])=[C:16]([CH2:19][S:37][C:34]4[N:35]([CH3:36])[C:31]([CH2:30][OH:29])=[N:32][N:33]=4)[CH2:17][S:18][C@H:13]23)=[O:10])=[CH:4][S:3]1.[Na+:42] |f:2.3,6.7|. Procedure: In 20 ml of phosphate buffer (pH 6.4) is dissolved 1.0 g of 7-[2-(2-imino-3-hydroxy-4-thiazolin-4-yl)acetamido]-3-acetoxymethyl-3-cephem-4-carboxylic acid together with 0.3 g of 3-hydroxymethyl-4-methyl-1,2,4-triazole-5-thiol and 0.336 g of sodium hydrogen carbonate and the solution is stirred at 70° C. for 2 hours . This reaction mixture is subjected to column chromatography on polystyrene resin (Amberlite XAD-2) with water as the developer and the fractions containing the contemplated product ... Starting materials: [N+](=O)([O-])C=1C2=CN(N=C2C=CC1)C1OCCCC1 (4-nitro-2-(tetrahydro-2H-pyran-2-yl)-2H-indazole). Reagents/catalysts: [Pd] (Pd/C). Run in CCOC(=O)C (EtOAc). Conditions: time 16 hour. Product: O1C(CCCC1)N1N=C2C=CC=C(C2=C1)N (2-(tetrahydro-2H-pyran-2-yl)-2H-indazol-4-amine). The yield is 28.4%. Reaction SMILES: [N+:1]([C:4]1[C:5]2[C:9]([CH:10]=[CH:11][CH:12]=1)=[N:8][N:7]([CH:13]1[CH2:18][CH2:17][CH2:16][CH2:15][O:14]1)[CH:6]=2)([O-])=O>CCOC(C)=O.[Pd]>[O:14]1[CH2:15][CH2:16][CH2:17][CH2:18][CH:13]1[N:7]1[CH:6]=[C:5]2[C:9]([CH:10]=[CH:11][CH:12]=[C:4]2[NH2:1])=[N:8]1. Reported procedure: A solution of 4-nitro-2-(tetrahydro-2H-pyran-2-yl)-2H-indazole (2.336 g, 9448 μmol) was dissolved in EtOAc (100 mL) and treated with 10% Pd/C (100 mg). The resulting suspension was stirred under an atmosphere of H2. for 16 h after which time reduction was complete. The reaction mixture was filtered, concentrated and purified by flash chromatography on silica (50% EtOAc/hexane) to give 2-(tetrahydro-2H-pyran-2-yl)-2H-indazol-4-amine (584 mg, 28.5% yield) as a dry orange foam. 1H NMR (400 MHz, d6-...